This data is from the Open Reaction Database (ORD), a public repository of structured organic reaction records. The task is: describe an organic reaction: reactants, conditions, products, and yield Starting materials: BrB(Br)Br, COc1ccc(Oc2c(C)cc(Nc3nnn[nH]3)cc2C)cc1C(C)C, O. Product: Cc1cc(Nc2nnn[nH]2)cc(C)c1Oc1ccc(O)c(C(C)C)c1. RXN SMILES: [B:27]([Br:28])([Br:29])[Br:30].[CH:1]([CH3:2])([CH3:3])[c:4]1[cH:5][c:6]([O:7][c:8]2[c:9]([CH3:21])[cH:10][c:11]([NH:15][c:16]3[n:17][n:18][n:19][nH:20]3)[cH:12][c:13]2[CH3:14])[cH:22][cH:23][c:24]1[O:25][CH3:26].[OH2:31]>>[CH:1]([CH3:2])([CH3:3])[c:4]1[cH:5][c:6]([O:7][c:8]2[c:9]([CH3:21])[cH:10][c:11]([NH:15][c:16]3[n:17][n:18][n:19][nH:20]3)[cH:12][c:13]2[CH3:14])[cH:22][cH:23][c:24]1[OH:25]. The product is CC(C)(C)c1cc2ncc(C#Cc3cncc(Cl)c3)cn2n1. RXN SMILES: [Br:16][c:17]1[cH:18][n:19][cH:20][c:21]([Cl:23])[cH:22]1.[C:1]([CH3:2])([CH3:3])([CH3:4])[c:5]1[n:6][n:7]2[c:8]([n:9][cH:10][c:11]([C:13]#[CH:14])[cH:12]2)[cH:15]1>>[C:1]([CH3:2])([CH3:3])([CH3:4])[c:5]1[n:6][n:7]2[c:8]([n:9][cH:10][c:11]([C:13]#[C:14][c:17]3[cH:18][n:19][cH:20][c:21]([Cl:23])[cH:22]3)[cH:12]2)[cH:15]1. Reactants: Clc1cncc(Br)c1, C#Cc1cnc2cc(C(C)(C)C)nn2c1. Starting materials: CCOC(=O)c1cc2cc[nH]c2cc1NC(=O)c1c[nH]c2ccccc2c1=O, C1CCOC1, [Na+], [OH-]. The product is O=C(O)c1cc2cc[nH]c2cc1NC(=O)c1c[nH]c2ccccc2c1=O. RXN SMILES: [CH2:1]([CH3:2])[O:3][C:4](=[O:5])[c:6]1[cH:7][c:8]2[cH:9][cH:10][nH:11][c:12]2[cH:13][c:14]1[NH:15][C:16](=[O:17])[c:18]1[cH:19][nH:20][c:21]2[cH:22][cH:23][cH:24][cH:25][c:26]2[c:27]1=[O:28].[CH2:31]1[O:32][CH2:33][CH2:34][CH2:35]1.[Na+:30].[OH-:29]>>[O:3]=[C:4]([OH:5])[c:6]1[cH:7][c:8]2[cH:9][cH:10][nH:11][c:12]2[cH:13][c:14]1[NH:15][C:16](=[O:17])[c:18]1[cH:19][nH:20][c:21]2[cH:22][cH:23][cH:24][cH:25][c:26]2[c:27]1=[O:28]. The reactants are CCI, C1CCOC1, CCOC(C)=O, N#CCc1ncc(C(F)(F)F)cc1Cl, O. Yields the product CCC(C#N)c1ncc(C(F)(F)F)cc1Cl. RXN SMILES: [CH2:15]([CH3:16])[I:17].[CH2:25]1[O:26][CH2:27][CH2:28][CH2:29]1.[CH3:19][CH2:20][O:21][C:22](=[O:23])[CH3:24].[Cl:1][c:2]1[c:3]([CH2:12][C:13]#[N:14])[n:4][cH:5][c:6]([C:8]([F:9])([F:10])[F:11])[cH:7]1.[OH2:18]>>[Cl:1][c:2]1[c:3]([CH:12]([C:13]#[N:14])[CH2:15][CH3:16])[n:4][cH:5][c:6]([C:8]([F:9])([F:10])[F:11])[cH:7]1. Reactants: Cc1c(C=O)oc2cccc(OCCCN(C)Cc3cccnc3)c12, Cc1ccccc1, Cc1cc(N)no1. The product is Cc1cc(NCc2oc3cccc(OCCCN(C)Cc4cccnc4)c3c2C)no1. Reaction SMILES: [CH3:1][c:2]1[c:3]([CH:24]=[O:25])[o:4][c:5]2[c:6]1[c:7]([O:11][CH2:12][CH2:13][CH2:14][N:15]([CH2:16][c:17]1[cH:18][n:19][cH:20][cH:21][cH:22]1)[CH3:23])[cH:8][cH:9][cH:10]2.[CH3:33][c:34]1[cH:35][cH:36][cH:37][cH:38][cH:39]1.[NH2:26][c:27]1[n:28][o:29][c:30]([CH3:32])[cH:31]1>>[CH3:1][c:2]1[c:3]([CH2:24][NH:26][c:27]2[n:28][o:29][c:30]([CH3:32])[cH:31]2)[o:4][c:5]2[c:6]1[c:7]([O:11][CH2:12][CH2:13][CH2:14][N:15]([CH2:16][c:17]1[cH:18][n:19][cH:20][cH:21][cH:22]1)[CH3:23])[cH:8][cH:9][cH:10]2. Reactants: ClCCl, COCCn1ccc(N)n1, O=C(Cl)C(CC1CCCC1)c1cccc(C(F)(F)F)c1, Cc1cccc(C)n1. Yields the product COCCn1ccc(NC(=O)C(CC2CCCC2)c2cccc(C(F)(F)F)c2)n1. Reaction SMILES: [CH2:39]([Cl:40])[Cl:41].[CH3:1][O:2][CH2:3][CH2:4][n:5]1[n:6][c:7]([NH2:10])[cH:8][cH:9]1.[CH:19]1([CH2:24][CH:25]([C:26](=[O:27])[Cl:28])[c:29]2[cH:30][c:31]([C:35]([F:36])([F:37])[F:38])[cH:32][cH:33][cH:34]2)[CH2:20][CH2:21][CH2:22][CH2:23]1.[n:11]1[c:12]([CH3:13])[cH:14][cH:15][cH:16][c:17]1[CH3:18]>>[CH3:1][O:2][CH2:3][CH2:4][n:5]1[n:6][c:7]([NH:10][C:26]([CH:25]([CH2:24][CH:19]2[CH2:20][CH2:21][CH2:22][CH2:23]2)[c:29]2[cH:30][c:31]([C:35]([F:36])([F:37])[F:38])[cH:32][cH:33][cH:34]2)=[O:27])[cH:8][cH:9]1. The reactants are CCN(C(C)C)C(C)C, FC(F)(F)c1nnc2ccc(Cl)nn12, Cl, OC1CNC1, CN(C)C=O, O. The product is OC1CN(c2ccc3nnc(C(F)(F)F)n3n2)C1. RXN SMILES: [CH:21]([N:22]([CH2:23][CH3:24])[CH:25]([CH3:26])[CH3:27])([CH3:28])[CH3:29].[Cl:1][c:2]1[cH:3][cH:4][c:5]2[n:6]([n:7]1)[c:8]([C:11]([F:12])([F:13])[F:14])[n:9][n:10]2.[ClH:15].[NH:16]1[CH2:17][CH:18]([OH:20])[CH2:19]1.[O:30]=[CH:31][N:32]([CH3:33])[CH3:34].[OH2:35]>>[c:2]1([N:16]2[CH2:17][CH:18]([OH:20])[CH2:19]2)[cH:3][cH:4][c:5]2[n:6]([n:7]1)[c:8]([C:11]([F:12])([F:13])[F:14])[n:9][n:10]2.